This data is from the Open Reaction Database (ORD), a public repository of structured organic reaction records. The task is: describe an organic reaction: reactants, conditions, products, and yield Reactants: BrC1=CC(=C(C(=O)O)C=C1)C(C1=CC=CC=C1)=O (4-bromo-2-benzoylbenzoic acid), C([O-])([O-])=O.[K+].[K+] (potassium carbonate), CC(=O)C (acetone). Run at time 10 minute. The product is BrC=1C=C2C(=C(OC(=O)C2=CC1)C(=O)O)C1=CC=CC=C1 (6-bromo-4-phenylisocoumarin-3-carboxylic acid). As a reaction SMILES: [Br:1][C:2]1[CH:10]=[CH:9][C:5]([C:6]([OH:8])=[O:7])=[C:4]([C:11](=O)[C:12]2[CH:17]=[CH:16][CH:15]=[CH:14][CH:13]=2)[CH:3]=1.[C:19](=[O:22])([O-])[O-:20].[K+].[K+].[CH3:25]C(C)=O>>[Br:1][C:2]1[CH:3]=[C:4]2[C:5](=[CH:9][CH:10]=1)[C:6](=[O:7])[O:8][C:25]([C:19]([OH:20])=[O:22])=[C:11]2[C:12]1[CH:17]=[CH:16][CH:15]=[CH:14][CH:13]=1 |f:1.2.3|. Reported procedure: To a solution of 4-bromo-2-benzoylbenzoic acid (57.6 g) in acetone (500 ml) was added potassium carbonate (26.1 g), and the mixture was stirred at room temperature for 10 min. to allow precipitation of potassium salt. Then diethyl bromomalonate (54.2 g) and DMF (25 ml) were added, and the mixture was stirred at room temperature for 20 hrs. The reaction mixture was concentrated, and ethyl acetate (200 ml) and water (200 ml) were added to the residue. The mixture was stirred at room temperature fo... Reactants: NC(C(=O)OCC)(C(C)C)C1=NC(=CC(=N1)OC)OC (ethyl 2-amino-3-methyl-2-(4,6-dimethoxypyrimidin-2-yl)butanoate), ClC1=C(C=CC=C1)N=C=O (2-chlorophenylisocyanate). The solvent is C(C)(=O)OCC (ethyl acetate). Product: ClC1=C(C=CC=C1)NC(NC(C(=O)OCC)(C(C)C)C1=NC(=CC(=N1)OC)OC)=O (Ethyl 2-[3-(2-chlorophenyl)ureido]-2-(4,6-dimethoxypyrimidin-2-yl)-3-methylbutanoate). Yield: 88.6%. RXN SMILES: [NH2:1][C:2]([C:11]1[N:16]=[C:15]([O:17][CH3:18])[CH:14]=[C:13]([O:19][CH3:20])[N:12]=1)([CH:8]([CH3:10])[CH3:9])[C:3]([O:5][CH2:6][CH3:7])=[O:4].[Cl:21][C:22]1[CH:27]=[CH:26][CH:25]=[CH:24][C:23]=1[N:28]=[C:29]=[O:30]>C(OCC)(=O)C>[Cl:21][C:22]1[CH:27]=[CH:26][CH:25]=[CH:24][C:23]=1[NH:28][C:29](=[O:30])[NH:1][C:2]([C:11]1[N:16]=[C:15]([O:17][CH3:18])[CH:14]=[C:13]([O:19][CH3:20])[N:12]=1)([CH:8]([CH3:10])[CH3:9])[C:3]([O:5][CH2:6][CH3:7])=[O:4]. Reported procedure: A solution of ethyl 2-amino-3-methyl-2-(4,6-dimethoxypyrimidin-2-yl)butanoate (0.556 g) and 2-chlorophenylisocyanate (0.306 g) in ethyl acetate (30 ml) was refluxed for 5 hours, evaporated to dryness, and flash chromatographed on silica gel, eluting with ethyl acetate/60°-80° petroleum ether (1:2). The residual gum was triturated with 60°-80° petroleum ether, to give 0.76 g of the desired product as a white solid, mp 84°-87° C. Starting materials: COCN(c1cc(Cl)cnc1Br)S(=O)(=O)c1ccc(Cl)c(C(F)(F)F)c1, C1CCOC1, CC(C)[Mg+], [Cl-], ClCCl, O=C1OC(=O)c2ccccc21. The product is COCN(c1cc(Cl)cnc1C(=O)c1ccccc1C(=O)O)S(=O)(=O)c1ccc(Cl)c(C(F)(F)F)c1. RXN SMILES: [Br:1][c:2]1[n:3][cH:4][c:5]([Cl:26])[cH:6][c:7]1[N:8]([S:9](=[O:10])(=[O:11])[c:12]1[cH:13][c:14]([C:19]([F:20])([F:21])[F:22])[c:15]([Cl:18])[cH:16][cH:17]1)[CH2:23][O:24][CH3:25].[CH2:43]1[O:44][CH2:45][CH2:46][CH2:47]1.[CH:28]([Mg+:29])([CH3:30])[CH3:31].[Cl-:27].[Cl:48][CH2:49][Cl:50].[O:32]=[C:33]1[O:34][C:35](=[O:36])[c:37]2[cH:38][cH:39][cH:40][cH:41][c:42]21>>[c:2]1([C:35](=[O:36])[c:37]2[cH:38][cH:39][cH:40][cH:41][c:42]2[C:33](=[O:32])[OH:34])[n:3][cH:4][c:5]([Cl:26])[cH:6][c:7]1[N:8]([S:9](=[O:10])(=[O:11])[c:12]1[cH:13][c:14]([C:19]([F:20])([F:21])[F:22])[c:15]([Cl:18])[cH:16][cH:17]1)[CH2:23][O:24][CH3:25]. Starting materials: [Cl-].[Al+3].[Cl-].[Cl-] (aluminum chloride), FC1=CC=C(C=C1)CC(=O)Cl (4-fluorophenylacetyl chloride), C(C)OC(=O)C=1NC=CC1 (Ethylpyrrole-2-carboxylate), ice. Solvent: ClC(C)Cl (dichloroethane), ClC(C)Cl (dichloroethane). Yields the product C(C)OC(=O)C=1NC=C(C1)C(CC1=CC=C(C=C1)F)=O (4-[2-(4-fluorophenyl)-acetyl]-1H-pyrrole-2-carboxylic acid ethyl ester). Isolated yield 53.6%. As a reaction SMILES: [CH2:1]([O:3][C:4]([C:6]1[NH:7][CH:8]=[CH:9][CH:10]=1)=[O:5])[CH3:2].[Cl-].[Al+3].[Cl-].[Cl-].[F:15][C:16]1[CH:21]=[CH:20][C:19]([CH2:22][C:23](Cl)=[O:24])=[CH:18][CH:17]=1>ClC(Cl)C>[CH2:1]([O:3][C:4]([C:6]1[NH:7][CH:8]=[C:9]([C:23](=[O:24])[CH2:22][C:19]2[CH:20]=[CH:21][C:16]([F:15])=[CH:17][CH:18]=2)[CH:10]=1)=[O:5])[CH3:2] |f:1.2.3.4|. Reported procedure: Ethylpyrrole-2-carboxylate (2.0589 g, 14.80 mmol) in a minimal amount of dichloroethane was added to an ice cooled stirring mixture of aluminum chloride (3.9913 g, 29.93 mmol) and 4-fluorophenylacetyl chloride (5.1338 g, 29.75 mmol) in dichloroethane (22 mL, 0.66 M) under N2. The ice bath was removed, and the reaction was stirred at room temperature for 3.5 h. 20.6195 g (2.6 mMol/g) Polyamine resin HL (200-400 mesh) and dichloroethane (20 mL) were added, and the reaction was stirred for ˜60 min....